From a dataset of the Open Reaction Database (ORD), a public repository of structured organic reaction records. describe an organic reaction: reactants, conditions, products, and yield Starting materials: O=Cc1cc(Br)cc(C(F)(F)F)c1O, O=C([O-])[O-], COS(=O)(=O)OC, CN(C)C=O, [K+], [K+], O. The product is COc1c(C=O)cc(Br)cc1C(F)(F)F. Reaction SMILES: [Br:1][c:2]1[cH:3][c:4]([C:11]([F:12])([F:13])[F:14])[c:5]([OH:10])[c:6]([CH:7]=[O:8])[cH:9]1.[C:15](=[O:16])([O-:17])[O-:18].[CH3:21][O:22][S:23](=[O:24])(=[O:25])[O:26][CH3:27].[CH3:29][N:30]([CH3:31])[CH:32]=[O:33].[K+:19].[K+:20].[OH2:28]>>[Br:1][c:2]1[cH:3][c:4]([C:11]([F:12])([F:13])[F:14])[c:5]([O:10][CH3:15])[c:6]([CH:7]=[O:8])[cH:9]1. Reactants: ClC(C(=O)N=C=O)(Cl)Cl (trichloroacetyl isocyanate), BrC=1C=C2C(=NC1)NCC2 (5-bromo-2,3-dihydro-1H-pyrrolo[2,3-b]pyridine), [OH-].[K+] (KOH). Solvent: C(Cl)Cl (DCM). Conditions: temperature 0 celsius, time 1 hour. The product is BrC=1C=C2C(=NC1)N(CC2)C(=O)N (5-Bromo-2,3-dihydro-pyrrolo[2,3-b]pyridine-1-carboxylic acid amide). Isolated yield 85.2%. As a reaction SMILES: [Br:1][C:2]1[CH:3]=[C:4]2[CH2:10][CH2:9][NH:8][C:5]2=[N:6][CH:7]=1.ClC(Cl)(Cl)[C:13]([N:15]=C=O)=[O:14].[OH-].[K+]>C(Cl)Cl>[Br:1][C:2]1[CH:3]=[C:4]2[CH2:10][CH2:9][N:8]([C:13]([NH2:15])=[O:14])[C:5]2=[N:6][CH:7]=1 |f:2.3|. Procedure: To a cooled (0° C.) solution of 5-bromo-2,3-dihydro-1H-pyrrolo[2,3-b]pyridine (2.5 g, 12.6 mmol) in DCM (30 mL) is added a trichloroacetyl isocyanate (1.6 mL, 13.2 mmol). After stirring for 1 h at 0° C., a solution of methanolic KOH (1M, 10 mL) is added. The resulting mixture is allowed to warm and stir at room temperature for 16 h. The reaction is concentrated and purified by silica gel column (0-100% EtOAc in heptane) to afford the title compound (2.6 g).